Dataset: the Open Reaction Database (ORD), a public repository of structured organic reaction records. Task: describe an organic reaction: reactants, conditions, products, and yield Starting materials: BrC1=CC=CC(=N1)C1=CN=C2N1C=CN=C2NCCN2CCOCC2 ([3-(6-bromo-pyridin-2-yl)-imidazo[1,2-a]pyrazin-8-yl]-(2-morpholin-4-yl-ethyl)-amine), C(C)(C)(C)OC(NCCC(C1=CC(=CC=C1)Cl)N)=O ([3-amino-3-(3-chloro-phenyl)-propyl]-carbamic acid tert-butyl ester), CN(C)C1=CC=CC=C1C2=CC=CC=C2P(C3CCCCC3)C4CCCCC4 (Davephos), C(=O)([O-])[O-].[K+].[K+] (K2CO3). Reagents/catalysts: C=1C=CC(=CC1)/C=C/C(=O)/C=C/C2=CC=CC=C2.C=1C=CC(=CC1)/C=C/C(=O)/C=C/C2=CC=CC=C2.C=1C=CC(=CC1)/C=C/C(=O)/C=C/C2=CC=CC=C2.[Pd].[Pd] (Pd2(dba)3). The solvent is O1CCOCC1 (dioxane). Conditions: temperature 130 celsius. The product is C(C)(C)(C)OC(NCCC(NC1=NC(=CC=C1)C1=CN=C2N1C=CN=C2NCCN2CCOCC2)C2=CC(=CC=C2)Cl)=O ((3-(3-chloro-phenyl)-3-{6-[8-(2-morpholin-4-yl-ethylamino)-imidazo[1,2-a]pyrazin-3-yl]-pyridin-2-ylamino}-propyl)-carbamic acid tert-butyl ester). As a reaction SMILES: Br[C:2]1[N:7]=[C:6]([C:8]2[N:12]3[CH:13]=[CH:14][N:15]=[C:16]([NH:17][CH2:18][CH2:19][N:20]4[CH2:25][CH2:24][O:23][CH2:22][CH2:21]4)[C:11]3=[N:10][CH:9]=2)[CH:5]=[CH:4][CH:3]=1.[C:26]([O:30][C:31](=[O:44])[NH:32][CH2:33][CH2:34][CH:35]([NH2:43])[C:36]1[CH:41]=[CH:40][CH:39]=[C:38]([Cl:42])[CH:37]=1)([CH3:29])([CH3:28])[CH3:27].CN(C1C(C2C(P(C3CCCCC3)C3CCCCC3)=CC=CC=2)=CC=CC=1)C.C([O-])([O-])=O.[K+].[K+]>O1CCOCC1.C1C=CC(/C=C/C(/C=C/C2C=CC=CC=2)=O)=CC=1.C1C=CC(/C=C/C(/C=C/C2C=CC=CC=2)=O)=CC=1.C1C=CC(/C=C/C(/C=C/C2C=CC=CC=2)=O)=CC=1.[Pd].[Pd]>[C:26]([O:30][C:31](=[O:44])[NH:32][CH2:33][CH2:34][CH:35]([C:36]1[CH:41]=[CH:40][CH:39]=[C:38]([Cl:42])[CH:37]=1)[NH:43][C:2]1[CH:3]=[CH:4][CH:5]=[C:6]([C:8]2[N:12]3[CH:13]=[CH:14][N:15]=[C:16]([NH:17][CH2:18][CH2:19][N:20]4[CH2:25][CH2:24][O:23][CH2:22][CH2:21]4)[C:11]3=[N:10][CH:9]=2)[N:7]=1)([CH3:29])([CH3:27])[CH3:28] |f:3.4.5,7.8.9.10.11|. Procedure: A mixture of [3-(6-bromo-pyridin-2-yl)-imidazo[1,2-a]pyrazin-8-yl]-(2-morpholin-4-yl-ethyl)-amine (from Example 41 supra) (0.403 g, 1.0 mmol), [3-amino-3-(3-chloro-phenyl)-propyl]-carbamic acid tert-butyl ester (from Example 62 supra) (0.427 g, 1.5 mmol), Pd2(dba)3 (60 mg), Davephos (80 mg), K2CO3 (207 mg, 1.5 mmol) in dioxane (25 mL) in a sealed tube was bubbled with N2 for several minutes and then heated under N2 at 130° C. overnight. The solution was then cooled to room temperature and filter... Reactants: CC(C)(CC(=O)O)NC(=O)OC(C)(C)C, CSc1ccc2c(c1)CCC(N)C(=O)N2. Yields the product CSc1ccc2c(c1)CCC(NC(=O)CC(C)(C)NC(=O)OC(C)(C)C)C(=O)N2. RXN SMILES: [C:16]([CH3:17])([CH3:18])([CH3:19])[O:20][C:21](=[O:22])[NH:23][C:24]([CH2:25][C:26](=[O:27])[OH:28])([CH3:29])[CH3:30].[NH2:1][CH:2]1[C:3](=[O:15])[NH:4][c:5]2[c:6]([cH:9][c:10]([S:13][CH3:14])[cH:11][cH:12]2)[CH2:7][CH2:8]1>>[NH:1]([CH:2]1[C:3](=[O:15])[NH:4][c:5]2[c:6]([cH:9][c:10]([S:13][CH3:14])[cH:11][cH:12]2)[CH2:7][CH2:8]1)[C:26]([CH2:25][C:24]([NH:23][C:21]([O:20][C:16]([CH3:17])([CH3:18])[CH3:19])=[O:22])([CH3:29])[CH3:30])=[O:27]. Yields the product NC1(C(=O)NC(Cn2cccn2)c2ccc(Cl)cc2)CCN(c2ncnc3[nH]ccc23)CC1. Reactants: ClCCl, CC(C)(C)OC(=O)NC1(C(=O)NC(Cn2cccn2)c2ccc(Cl)cc2)CCN(c2ncnc3[nH]ccc23)CC1, O=C(O)C(F)(F)F. As a reaction SMILES: [Cl:48][CH2:49][Cl:50].[Cl:8][c:9]1[cH:10][cH:11][c:12]([CH:15]([CH2:16][n:17]2[n:18][cH:19][cH:20][cH:21]2)[NH:22][C:23](=[O:24])[C:25]2([NH:40][C:41](=[O:42])[O:43][C:44]([CH3:45])([CH3:46])[CH3:47])[CH2:26][CH2:27][N:28]([c:31]3[c:32]4[c:33]([n:34][cH:35][n:36]3)[nH:37][cH:38][cH:39]4)[CH2:29][CH2:30]2)[cH:13][cH:14]1.[F:1][C:2]([F:3])([F:4])[C:5]([OH:6])=[O:7]>>[Cl:8][c:9]1[cH:10][cH:11][c:12]([CH:15]([CH2:16][n:17]2[n:18][cH:19][cH:20][cH:21]2)[NH:22][C:23](=[O:24])[C:25]2([NH2:40])[CH2:26][CH2:27][N:28]([c:31]3[c:32]4[c:33]([n:34][cH:35][n:36]3)[nH:37][cH:38][cH:39]4)[CH2:29][CH2:30]2)[cH:13][cH:14]1. Starting materials: O=C(Cl)c1ccccc1, O=C1OCc2ccccc21, Cl, [Na+], [OH-], O. The product is O=C(OCc1ccccc1C(=O)O)c1ccccc1. Reaction SMILES: [C:13]([c:14]1[cH:15][cH:16][cH:17][cH:18][cH:19]1)(=[O:20])[Cl:21].[C:1]1(=[O:2])[O:3][CH2:4][c:5]2[cH:6][cH:7][cH:8][cH:9][c:10]21.[ClH:22].[Na+:12].[OH-:11].[OH2:23]>>[C:1]([OH:2])([c:10]1[c:5]([CH2:4][O:3][C:13]([c:14]2[cH:15][cH:16][cH:17][cH:18][cH:19]2)=[O:20])[cH:6][cH:7][cH:8][cH:9]1)=[O:11].